This data is from the Open Reaction Database (ORD), a public repository of structured organic reaction records. The task is: describe an organic reaction: reactants, conditions, products, and yield Starting materials: [OH-].[Na+] (NaOH), [OH-].[Na+] (NaOH), OC(=O)C(F)(F)F.OC(=O)C(F)(F)F.OC(=O)C(F)(F)F.CN(C)CC=1C=C(C=CC1)C1=CC=2C(=NC=CC2C=2C(=NN(C2)CCNC)C2=CC=C(C=C2)NC(N(C)C)=O)N1 (N′-(4-{4-(2-{3-[(dimethylamino)methyl]phenyl}-1H-pyrrolo[2,3-b]pyridin-4-yl)-1-[2-(methylamino)ethyl]-1H-pyrazol-3-yl}phenyl)-N,N-dimethylurea-3TFA), CC(=O)OC(=O)C (Ac2O). Run in CO (MeOH), O (water). Product: CN(C(=O)NC1=CC=C(C=C1)C1=NN(C=C1C1=C2C(=NC=C1)NC(=C2)C2=CC(=CC=C2)CN(C)C)CCN(C(C)=O)C)C (N-{2-[3-(4-{[(dimethylamino)carbonyl]amino}phenyl)-4-(2-{3-[(dimethylamino)methyl]phenyl}-1H-pyrrolo[2,3-b]pyridin-4-yl)-1H-pyrazol-1-yl]ethyl}-N-methylacetamide). Yield: 90.0%. Reaction SMILES: [OH:1][C:2]([C:4](F)(F)F)=O.OC(C(F)(F)F)=O.OC(C(F)(F)F)=O.[CH3:22][N:23]([CH2:25][C:26]1[CH:27]=[C:28]([C:32]2[NH:61][C:35]3=[N:36][CH:37]=[CH:38][C:39]([C:40]4[C:41]([C:49]5[CH:54]=[CH:53][C:52]([NH:55][C:56](=[O:60])[N:57]([CH3:59])[CH3:58])=[CH:51][CH:50]=5)=[N:42][N:43]([CH2:45][CH2:46][NH:47][CH3:48])[CH:44]=4)=[C:34]3[CH:33]=2)[CH:29]=[CH:30][CH:31]=1)[CH3:24].[OH-].[Na+].CC(OC(C)=O)=O>CO.O>[CH3:58][N:57]([CH3:59])[C:56]([NH:55][C:52]1[CH:51]=[CH:50][C:49]([C:41]2[C:40]([C:39]3[CH:38]=[CH:37][N:36]=[C:35]4[NH:61][C:32]([C:28]5[CH:29]=[CH:30][CH:31]=[C:26]([CH2:25][N:23]([CH3:22])[CH3:24])[CH:27]=5)=[CH:33][C:34]=34)=[CH:44][N:43]([CH2:45][CH2:46][N:47]([CH3:48])[C:2](=[O:1])[CH3:4])[N:42]=2)=[CH:54][CH:53]=1)=[O:60] |f:0.1.2.3,4.5|. Procedure: To N′-(4-{4-(2-{3-[(dimethylamino)methyl]phenyl}-1H-pyrrolo[2,3-b]pyridin-4-yl)-1-[2-(methylamino)ethyl]-1H-pyrazol-3-yl}phenyl)-N,N-dimethylurea-3TFA (300 mg, 0.34 mMol) in MeOH (10 mL) was added with stirring at RT, aq. 1 N NaOH and Ac2O (40 uL, 0.42 mMol). After stirring for 30 min. the reaction was diluted with water, basified with aq. 1 N NaOH (0.4 mL), extracted with (9:1) CHCl3/iPrOH, dried (Na2SO4), filtered, and evaporated to dryness under vacuum. Trituration with (1:1) Et2O and petrole... The product is COc1cccc2[nH]c(=O)n3nc(CO)cc3c12. Reactants: CI, CO, Cl, [Na], O=c1[nH]c2cccc(O)c2c2cc(CO)nn12. Reaction SMILES: [CH3:18][I:19].[CH3:22][OH:23].[ClH:20].[Na:21].[OH:1][c:2]1[c:3]2[c:4]3[n:5]([c:6](=[O:12])[nH:7][c:8]2[cH:9][cH:10][cH:11]1)[n:13][c:14]([CH2:16][OH:17])[cH:15]3>>[O:1]([c:2]1[c:3]2[c:4]3[n:5]([c:6](=[O:12])[nH:7][c:8]2[cH:9][cH:10][cH:11]1)[n:13][c:14]([CH2:16][OH:17])[cH:15]3)[CH3:18]. The reactants are three, [H-].[Na+] (sodium hydride), C(C)#N (acetonitrile), ClC=1C=C(C=CC1)C1CC(NC1)=O (4-(3-chlorophenyl)-2-pyrrolidinone), BrC(C(=O)OC)CC (methyl 2-bromobutanoate). Reaction conditions: temperature 50 celsius. The product is ClC=1C=C(C=CC1)C1CC(N(C1)C(C(=O)OCC)CC)=O (Ethyl 2-[4-(3-chlorophenyl)-2-oxo-1-pyrrolidinyl]butanoate). Reaction SMILES: [Cl:1][C:2]1[CH:3]=[C:4]([CH:8]2[CH2:12][NH:11][C:10](=[O:13])[CH2:9]2)[CH:5]=[CH:6][CH:7]=1.Br[CH:15]([CH2:20][CH3:21])[C:16]([O:18][CH3:19])=[O:17].[H-].[Na+].[C:24](#N)C>>[Cl:1][C:2]1[CH:3]=[C:4]([CH:8]2[CH2:12][N:11]([CH:15]([CH2:20][CH3:21])[C:16]([O:18][CH2:19][CH3:24])=[O:17])[C:10](=[O:13])[CH2:9]2)[CH:5]=[CH:6][CH:7]=1 |f:2.3|. Procedure details: In a 2 l three necked flask fitted with reflux condenser, magnetic stirrer and dropping funnel under inert atmosphere, 54.4 g (278 mmoles, 1 eq) of 4-(3-chlorophenyl)-2-pyrrolidinone 379 are dissolved in 1.4 l acetonitrile. 64 ml (100.7 g, 556 mmoles, 2 eq) of methyl 2-bromobutanoate are added and the temperature raised to 50° C. 22.24 g (556 mmoles, 2 eq) of sodium hydride are added by portions, the temperature raising to 65° C. The mixture is stirred one more hour at 50° C. The mixture is conc... The reactants are CC(C)(C)ON=O, N#Cc1nn(-c2c(Cl)cc(C(F)(F)F)cc2Cl)c(N)c1C1C=CCC1, C1CCOC1. Product: N#Cc1nn(-c2c(Cl)cc(C(F)(F)F)cc2Cl)cc1C1C=CCC1. As a reaction SMILES: [N:26]([O:27][C:28]([CH3:29])([CH3:30])[CH3:31])=[O:32].[NH2:1][c:2]1[c:3]([CH:21]2[CH:22]=[CH:23][CH2:24][CH2:25]2)[c:4]([C:19]#[N:20])[n:5][n:6]1-[c:7]1[c:8]([Cl:18])[cH:9][c:10]([C:14]([F:15])([F:16])[F:17])[cH:11][c:12]1[Cl:13].[O:33]1[CH2:34][CH2:35][CH2:36][CH2:37]1>>[cH:2]1[c:3]([CH:21]2[CH:22]=[CH:23][CH2:24][CH2:25]2)[c:4]([C:19]#[N:20])[n:5][n:6]1-[c:7]1[c:8]([Cl:18])[cH:9][c:10]([C:14]([F:15])([F:16])[F:17])[cH:11][c:12]1[Cl:13]. The reactants are CCOC(=O)c1ccc(NC(C)=O)cc1, CC(=O)[O-], CC(=O)[O-], C=CCI, CC(=O)O, Cc1ccccc1, [Pd+2]. The product is C=CCc1cc(C(=O)OCC)ccc1NC(C)=O. Reaction SMILES: [C:1]([CH3:2])(=[O:3])[NH:4][c:5]1[cH:6][cH:7][c:8]([C:9](=[O:10])[O:11][CH2:12][CH3:13])[cH:14][cH:15]1.[C:31]([O-:32])(=[O:33])[CH3:34].[C:36]([O-:37])(=[O:38])[CH3:39].[CH2:20]([CH:21]=[CH2:22])[I:23].[CH3:16][C:17](=[O:18])[OH:19].[CH3:24][c:25]1[cH:26][cH:27][cH:28][cH:29][cH:30]1.[Pd+2:35]>>[C:1]([CH3:2])(=[O:3])[NH:4][c:5]1[c:6]([CH2:22][CH:21]=[CH2:20])[cH:7][c:8]([C:9](=[O:10])[O:11][CH2:12][CH3:13])[cH:14][cH:15]1. Reactants: C(CCC)S(=O)(=O)Cl (Butanesulphonyl chloride), IC1=CC=C(C=C1)N (4-iodobenzeneamine). Solvent: N1=CC=CC=C1 (pyridine). Run at time 1 hour. Yields the product IC1=CC=C(C=C1)NS(=O)(=O)CCCC (N-(4-Iodophenyl)butanesulphonamide). Reaction SMILES: [CH2:1]([S:5](Cl)(=[O:7])=[O:6])[CH2:2][CH2:3][CH3:4].[I:9][C:10]1[CH:15]=[CH:14][C:13]([NH2:16])=[CH:12][CH:11]=1>N1C=CC=CC=1>[I:9][C:10]1[CH:15]=[CH:14][C:13]([NH:16][S:5]([CH2:1][CH2:2][CH2:3][CH3:4])(=[O:7])=[O:6])=[CH:12][CH:11]=1. Procedure: Butanesulphonyl chloride (7.8 g) was added dropwise to a stirred solution of 4-iodobenzeneamine (10 g) in pyridine (50 ml) at 0°. The bright red mixture was stirred at room temperature for 1 h, then concentrated to an oil which was partitioned between 2N hydrochloric acid (100 ml) and EA (100 ml). The organic layer was washed with 2N hydrochloric acid, water and brine, dried (MgSO4) and concentrated to a pale brown solid which was recrystallised from CX to give the title compound as white flakes...